This data is from the Open Reaction Database (ORD), a public repository of structured organic reaction records. The task is: describe an organic reaction: reactants, conditions, products, and yield Starting materials: FC1=CC=C(C=C1)NC=1C(=CC=C(C1)OC)N (N2-(4-Fluorophenyl)-4-methoxybenzene-1,2-diamine), N1=CC(=CC=C1)C=O (pyridine-3-carbaldehyde). The product is COC=1C=CC2=C(N(C(=N2)C=2C=NC=CC2)C2=CC=C(C=C2)F)C1 (6-Methoxy-1-(4-fluorophenyl)-2-(3-pyridinyl)-1H-benzimidazole). As a reaction SMILES: [F:1][C:2]1[CH:7]=[CH:6][C:5]([NH:8][C:9]2[C:10]([NH2:17])=[CH:11][CH:12]=[C:13]([O:15][CH3:16])[CH:14]=2)=[CH:4][CH:3]=1.[N:18]1[CH:23]=[CH:22][CH:21]=[C:20]([CH:24]=O)[CH:19]=1>>[CH3:16][O:15][C:13]1[CH:12]=[CH:11][C:10]2[N:17]=[C:24]([C:20]3[CH:19]=[N:18][CH:23]=[CH:22][CH:21]=3)[N:8]([C:5]3[CH:6]=[CH:7][C:2]([F:1])=[CH:3][CH:4]=3)[C:9]=2[CH:14]=1. Reported procedure: N2-(4-Fluorophenyl)-4-methoxybenzene-1,2-diamine was reacted analogously to Example 11d with pyridine-3-carbaldehyde. Reactants: [N+](=O)([O-])C1=CC=C(C=C1)C1=NC2=C(N1)C=CC=C2C(=O)OC (methyl 2-(4′-nitrophenyl)-1-H-benzimidazole-4-carboxylate), N (ammonia). Yields the product [N+](=O)([O-])C1=CC=C(C=C1)C1=NC2=C(N1)C=CC=C2C(=O)N (2-(4′-Nitrophenyl)-1-H-benzimidazole-4-carboxamide). Reaction SMILES: [N+:1]([C:4]1[CH:9]=[CH:8][C:7]([C:10]2[NH:14][C:13]3[CH:15]=[CH:16][CH:17]=[C:18]([C:19](OC)=[O:20])[C:12]=3[N:11]=2)=[CH:6][CH:5]=1)([O-:3])=[O:2].[NH3:23]>>[N+:1]([C:4]1[CH:9]=[CH:8][C:7]([C:10]2[NH:14][C:13]3[CH:15]=[CH:16][CH:17]=[C:18]([C:19]([NH2:23])=[O:20])[C:12]=3[N:11]=2)=[CH:6][CH:5]=1)([O-:3])=[O:2]. Procedure details: Following standard procedure C, methyl 2-(4′-nitrophenyl)-1-H-benzimidazole-4-carboxylate was dissolved in liquid ammonia and heated under constant volume in a pressure vessel. The product was purified by column chromatography from dichloromethane/methanol 99:1 and recrystallised from methanol. mp >310° C.; δH 7.48-7.56 (1H, t), 7.90-7.94 (1H, d), 8.00 (1H, s, NH), 8.00-8.04 (1H, d), 8.52-8.56 (2H, d, J=8.8), 8.60-8.64 (2H, d, J=8.8), 9.3-9.4 (1H, br s, NH), 13.8-14.0 (1H, br s, NH)